Dataset: the Open Reaction Database (ORD), a public repository of structured organic reaction records. Task: describe an organic reaction: reactants, conditions, products, and yield Reactants: COC(COC=1C=CC2=C(SC3=C2C(=C2C=CC=CC2=C3)C3=CC=C(C=C3)O)C1)=O ([11-(4-Hydroxy-phenyl)-benzo[b]naphtho[2.3-d]thiophen-3-yloxy]-acetic acid methyl ester), O[C@H](C(=O)OC)CC1=CC=CC=C1 ((S)-2-Hydroxy-3-phenylpropionic acid, methyl ester). The product is C(=O)(O)COC=1C=CC2=C(SC3=C2C(=C2C=CC=CC2=C3)C3=CC=C(OC(C(=O)O)CC2=CC=CC=C2)C=C3)C1 (4-(3-Carboxymethoxy-benzo[b]naphtho[2,3-d]thiophen-11-yl)-phenoxy-3-phenyl-propionic acid). RXN SMILES: C[O:2][C:3](=[O:30])[CH2:4][O:5][C:6]1[CH:7]=[CH:8][C:9]2[C:13]3[C:14]([C:22]4[CH:27]=[CH:26][C:25]([OH:28])=[CH:24][CH:23]=4)=[C:15]4[C:20](=[CH:21][C:12]=3[S:11][C:10]=2[CH:29]=1)[CH:19]=[CH:18][CH:17]=[CH:16]4.O[C@@H:32]([CH2:37][C:38]1[CH:43]=[CH:42][CH:41]=[CH:40][CH:39]=1)[C:33]([O:35]C)=[O:34]>>[C:3]([CH2:4][O:5][C:6]1[CH:7]=[CH:8][C:9]2[C:13]3[C:14]([C:22]4[CH:23]=[CH:24][C:25]([O:28][CH:32]([CH2:37][C:38]5[CH:43]=[CH:42][CH:41]=[CH:40][CH:39]=5)[C:33]([OH:35])=[O:34])=[CH:26][CH:27]=4)=[C:15]4[C:20](=[CH:21][C:12]=3[S:11][C:10]=2[CH:29]=1)[CH:19]=[CH:18][CH:17]=[CH:16]4)([OH:2])=[O:30]. Procedure details: Prepared from of [11 -(4-hydroxy-phenyl)-benzo[b]naphtho[2,3-d]thiophen-3-yloxy ]-acetic acid methyl ester (Example 72) and (S)-2-hydroxy-3-phenylpropionic acid, methyl ester (Example 96). White solid: mp: 191-201° C.: NMR (DMSO-d6); δ13.1 (broad s, 2 H), 8.45 (s, 1 H), 8.01 (d, J=8 Hz, 1 H), 7.55-7.25 (m, 11H), 7.16 (d, J =9 Hz, 2 H), 6.67 (dd, J=9, 2Hz, 1 H), 6.49 (d, J=9 Hz, 1 H), 5.18 (dd, J=7,4Hz, 1 H), 4.74 (s, 2 H), 3.28 (dd, J=7, 4 Hz, 1 H), 3.21 (dd, J=14, 7 Hz, 1 H); MS (EI): 458 (80%,... Reaction SMILES: [CH2:1]([CH2:2][CH2:3][CH2:4][CH3:5])[c:6]1[cH:7][cH:8][c:9]([CH2:12][CH2:13][n:14]2[c:15](-[c:20]3[cH:21][cH:22][c:23]([OH:26])[cH:24][cH:25]3)[cH:16][cH:17][c:18]2[CH3:19])[cH:10][cH:11]1.[CH3:78][c:79]1[cH:80][cH:81][cH:82][cH:83][cH:84]1.[N:41]([C:42]([N:43]1[CH2:44][CH2:45][CH2:46][CH2:47][CH2:48]1)=[O:49])=[N:50][C:51]([N:52]1[CH2:53][CH2:54][CH2:55][CH2:56][CH2:57]1)=[O:58].[OH2:85].[OH:27][CH:28]([C:29](=[O:30])[O:31][CH2:32][CH3:33])[CH2:34][c:35]1[cH:36][cH:37][cH:38][cH:39][cH:40]1.[c:59]1([P:60]([c:61]2[cH:62][cH:63][cH:64][cH:65][cH:66]2)[c:67]2[cH:68][cH:69][cH:70][cH:71][cH:72]2)[cH:73][cH:74][cH:75][cH:76][cH:77]1>>[CH2:1]([CH2:2][CH2:3][CH2:4][CH3:5])[c:6]1[cH:7][cH:8][c:9]([CH2:12][CH2:13][n:14]2[c:15](-[c:20]3[cH:21][cH:22][c:23]([O:26][CH:28]([C:29](=[O:30])[O:31][CH2:32][CH3:33])[CH2:34][c:35]4[cH:36][cH:37][cH:38][cH:39][cH:40]4)[cH:24][cH:25]3)[cH:16][cH:17][c:18]2[CH3:19])[cH:10][cH:11]1. Reactants: CCCCCc1ccc(CCn2c(C)ccc2-c2ccc(O)cc2)cc1, Cc1ccccc1, O=C(N=NC(=O)N1CCCCC1)N1CCCCC1, O, CCOC(=O)C(O)Cc1ccccc1, c1ccc(P(c2ccccc2)c2ccccc2)cc1. Product: CCCCCc1ccc(CCn2c(C)ccc2-c2ccc(OC(Cc3ccccc3)C(=O)OCC)cc2)cc1. Reactants: ClC=1N=NC(=C(C1C)C)Cl (3,6-Dichloro-4,5-dimethylpyridazine), O.NN (hydrazine monohydrate). The solvent is O (water). Run at temperature 90 celsius, time 4 hour. The product is ClC1=C(C(=C(N=N1)NN)C)C ((6-Chloro-4,5-dimethylpyridazin-3-yl)hydrazine). Reaction SMILES: [Cl:1][C:2]1[N:3]=[N:4][C:5](Cl)=[C:6]([CH3:9])[C:7]=1[CH3:8].O.[NH2:12][NH2:13]>O>[Cl:1][C:2]1[N:3]=[N:4][C:5]([NH:12][NH2:13])=[C:6]([CH3:9])[C:7]=1[CH3:8] |f:1.2|. Procedure details: 3,6-Dichloro-4,5-dimethylpyridazine (W4.006; 29.0 g) was admixed with 160 ml of hydrazine monohydrate solution (160 ml) and heated to 90° C. while stirring for 4 h. The reaction mixture was admixed with water and the precipitate was filtered off with suction, washed with water and dried over phosphorus pentoxide. 27.2 g of the title compound were obtained. The reactants are [OH-].[K+] (Potassium hydroxide), Cl.NCCS (cysteamine hydrochloride), Cl.ClCC=1N=C(SC1)CO (4-chloromethyl-2-hydroxymethylthiazolehydrochloride), C(C)(C)O (isopropanol). Reaction conditions: time 2 hour. Yields the product NCCSCC=1N=C(SC1C)O (4-[[(2-aminoethyl)thio]methyl]-2-hydroxy-methylthiazole). RXN SMILES: [OH-:1].[K+].Cl.[NH2:4][CH2:5][CH2:6][SH:7].Cl.Cl[CH2:10][C:11]1[N:12]=[C:13](CO)[S:14][CH:15]=1.[CH:18](O)(C)C>>[NH2:4][CH2:5][CH2:6][S:7][CH2:10][C:11]1[N:12]=[C:13]([OH:1])[S:14][C:15]=1[CH3:18] |f:0.1,2.3,4.5|. Procedure details: Potassium hydroxide (10.6 g) was added to a suspension of 6.82 g of cysteamine hydrochloride and 10.0 g of 4-chloromethyl-2-hydroxymethylthiazolehydrochloride in 100 ml isopropanol. The resulting suspension was stirred at room temperature for 2 hours and filtered through a pad of celite to remove insoluble inorganics and concentrated under reduced pressure. The residue was taken up in dichloromethane and filtered through a pad of celite and concentrated under reduced pressure. The oil (12.54 g) ... Reactants: [BH3-]C#N, C=O, Cc1nccn1-c1ccc(Nc2nc3c(c(NCC4CCOCC4)n2)CNCC3)cc1, CC(=O)O, CO, [Na+]. Yields the product Cc1nccn1-c1ccc(Nc2nc3c(c(NCC4CCOCC4)n2)CN(C)CC3)cc1. As a reaction SMILES: [C:38]([BH3-:39])#[N:40].[CH2:36]=[O:37].[CH3:1][c:2]1[n:3](-[c:7]2[cH:8][cH:9][c:10]([NH:13][c:14]3[n:15][c:16]([NH:24][CH2:25][CH:26]4[CH2:27][CH2:28][O:29][CH2:30][CH2:31]4)[c:17]4[c:18]([n:19]3)[CH2:20][CH2:21][NH:22][CH2:23]4)[cH:11][cH:12]2)[cH:4][cH:5][n:6]1.[CH3:32][C:33](=[O:34])[OH:35].[CH3:42][OH:43].[Na+:41]>>[CH3:1][c:2]1[n:3](-[c:7]2[cH:8][cH:9][c:10]([NH:13][c:14]3[n:15][c:16]([NH:24][CH2:25][CH:26]4[CH2:27][CH2:28][O:29][CH2:30][CH2:31]4)[c:17]4[c:18]([n:19]3)[CH2:20][CH2:21][N:22]([CH3:32])[CH2:23]4)[cH:11][cH:12]2)[cH:4][cH:5][n:6]1. The reactants are O (water), C(C)(C)[N-]C(C)C.[Li+] (Lithium diisopropylamide), C1(=CC=CC=C1)S(=O)(=O)N1C=CC=2C1=NC=CC2 (1-(phenylsulfonyl)-1H-pyrrolo[2,3-b]pyridine), C(C)(=O)OC(C)=O (acetic anhydride). Reaction conditions: temperature -78 celsius, time 30 minute. Product: C1(=CC=CC=C1)S(=O)(=O)N1C(=CC=2C1=NC=CC2)C(C)=O (1-(1-(phenylsulfonyl)-1H-pyrrolo[2,3-b]pyridin-2-yl)ethanone). RXN SMILES: C([N-]C(C)C)(C)C.[Li+].[C:9]1([S:15]([N:18]2[C:22]3=[N:23][CH:24]=[CH:25][CH:26]=[C:21]3[CH:20]=[CH:19]2)(=[O:17])=[O:16])[CH:14]=[CH:13][CH:12]=[CH:11][CH:10]=1.[C:27](OC(=O)C)(=[O:29])[CH3:28].O>C1COCC1.ClCCl>[C:9]1([S:15]([N:18]2[C:22]3=[N:23][CH:24]=[CH:25][CH:26]=[C:21]3[CH:20]=[C:19]2[C:27](=[O:29])[CH3:28])(=[O:17])=[O:16])[CH:10]=[CH:11][CH:12]=[CH:13][CH:14]=1 |f:0.1|. Isolated yield 41.1%. Run in ClCCl (dichloromethane), C1CCOC1 (THF). Reported procedure: Lithium diisopropylamide (19.4 mL, 35.0 mmol, 1.8M in heptane/THF/ethylbenzene) was added to a solution of 1-(phenylsulfonyl)-1H-pyrrolo[2,3-b]pyridine (4.50 g, 17.4 mmol) in THF (100 mL) at −78° C. The reaction mixture was stirred at −78° C. for 30 minutes, and then acetic anhydride (6.6 mL, 69.7 mmol) was added. The reaction mixture was warmed up to room temperature and stirred for 40 minutes. The reaction mixture was treated with water and dichloromethane, and the layers were separated. The a... Starting materials: CCOc1nc(N2CCNCC2)nc2c1sc1nc(-c3ccc(I)cc3)cc(C(F)(F)F)c12, CNC1CCCCC1NC, CN(C)C=O, [Cu]I, c1cn[nH]c1. Product: CCOc1nc(N2CCNCC2)nc2c1sc1nc(-c3ccc(-n4cccn4)cc3)cc(C(F)(F)F)c12. RXN SMILES: [CH2:1]([CH3:2])[O:3][c:4]1[c:5]2[c:6]([n:7][c:8]([N:10]3[CH2:11][CH2:12][NH:13][CH2:14][CH2:15]3)[n:9]1)[c:16]1[c:17]([s:18]2)[n:19][c:20](-[c:27]2[cH:28][cH:29][c:30]([I:33])[cH:31][cH:32]2)[cH:21][c:22]1[C:23]([F:24])([F:25])[F:26].[CH3:39][NH:40][CH:41]1[CH2:42][CH2:43][CH2:44][CH2:45][CH:46]1[NH:47][CH3:48].[CH3:49][N:50]([CH3:51])[CH:52]=[O:53].[Cu:54][I:55].[nH:34]1[n:35][cH:36][cH:37][cH:38]1>>[CH2:1]([CH3:2])[O:3][c:4]1[c:5]2[c:6]([n:7][c:8]([N:10]3[CH2:11][CH2:12][NH:13][CH2:14][CH2:15]3)[n:9]1)[c:16]1[c:17]([s:18]2)[n:19][c:20](-[c:27]2[cH:28][cH:29][c:30](-[n:34]3[n:35][cH:36][cH:37][cH:38]3)[cH:31][cH:32]2)[cH:21][c:22]1[C:23]([F:24])([F:25])[F:26]. Starting materials: COC(CC=1C=C(C(=CC1)OC)C1=C(C=C(C=C1)C(F)(F)F)CNCCC1=CC=CC=C1)=O ([6-methoxy-2′-(phenethylamino-methyl)-4′-trifluoromethyl-biphenyl-3-yl]-acetic acid methyl ester), C(C)(=O)Cl (acetyl chloride). Product: COC(CC=1C=C(C(=CC1)OC)C1=C(C=C(C=C1)C(F)(F)F)CN(CCC1=CC=CC=C1)C(C)=O)=O ({2′-[(Acetyl-phenethyl-amino)-methyl]-6-methoxy-4′-trifluoromethyl-biphenyl-3-yl}-acetic acid methyl ester). RXN SMILES: [CH3:1][O:2][C:3](=[O:33])[CH2:4][C:5]1[CH:6]=[C:7]([C:13]2[CH:18]=[CH:17][C:16]([C:19]([F:22])([F:21])[F:20])=[CH:15][C:14]=2[CH2:23][NH:24][CH2:25][CH2:26][C:27]2[CH:32]=[CH:31][CH:30]=[CH:29][CH:28]=2)[C:8]([O:11][CH3:12])=[CH:9][CH:10]=1.[C:34](Cl)(=[O:36])[CH3:35]>>[CH3:1][O:2][C:3](=[O:33])[CH2:4][C:5]1[CH:6]=[C:7]([C:13]2[CH:18]=[CH:17][C:16]([C:19]([F:21])([F:20])[F:22])=[CH:15][C:14]=2[CH2:23][N:24]([C:34](=[O:36])[CH3:35])[CH2:25][CH2:26][C:27]2[CH:32]=[CH:31][CH:30]=[CH:29][CH:28]=2)[C:8]([O:11][CH3:12])=[CH:9][CH:10]=1. Procedure: Prepared according to the procedure described in Example 1, Step 6, using the following starting materials: [6-methoxy-2′-(phenethylamino-methyl)-4′-trifluoromethyl-biphenyl-3-yl]-acetic acid methyl ester and acetyl chloride. Reactants: CCOC(=O)CP(=O)(OCC)OCC, O=Cc1ccc(-c2ccc3ncnc(Nc4ccc(OCc5ccccc5)c(Cl)c4)c3c2)o1. Product: CCOC(=O)C=Cc1ccc(-c2ccc3ncnc(Nc4ccc(OCc5ccccc5)c(Cl)c4)c3c2)o1. RXN SMILES: [CH3:34][CH2:35][O:36][C:37](=[O:38])[CH2:39][P:40]([O:41][CH2:42][CH3:43])([O:44][CH2:45][CH3:46])=[O:47].[Cl:1][c:2]1[cH:3][c:4]([NH:5][c:6]2[n:7][cH:8][n:9][c:10]3[cH:11][cH:12][c:13](-[c:16]4[cH:17][cH:18][c:19]([CH:21]=[O:22])[o:20]4)[cH:14][c:15]23)[cH:23][cH:24][c:25]1[O:26][CH2:27][c:28]1[cH:29][cH:30][cH:31][cH:32][cH:33]1>>[Cl:1][c:2]1[cH:3][c:4]([NH:5][c:6]2[n:7][cH:8][n:9][c:10]3[cH:11][cH:12][c:13](-[c:16]4[cH:17][cH:18][c:19]([CH:21]=[CH:39][C:37]([O:36][CH2:35][CH3:34])=[O:38])[o:20]4)[cH:14][c:15]23)[cH:23][cH:24][c:25]1[O:26][CH2:27][c:28]1[cH:29][cH:30][cH:31][cH:32][cH:33]1. Starting materials: COC(C[C@H]1CCC(C=2C3=CC(=CC(=C3NC12)S(=O)(=O)C)F)=O)=O (methyl[(1R)-6-fluoro-8-(methylsulfonyl)4-oxo-2,3,4,9-tetrahydro-1H-carbazol-1-yl]acetate), FC(C1=CC=C(C=C1)[C@@H](C)O)(F)F ((1R)-1-[4-(trifluoromethyl)phenyl]ethanol). Product: FC=1C=C2C=3C(CC[C@@H](C3N(C2=C(C1)S(=O)(=O)C)[C@@H](C)C1=CC=C(C=C1)C(F)(F)F)CC(=O)O)=O (((1R)-6-fluoro-8-(methylsulfonyl)-4-oxo-9-{(1S)-1-[4-(trifluoromethyl)phenyl]ethyl}-2,3,4,9-tetrahydro-1H-carbazol-1-yl)acetic acid). RXN SMILES: C[O:2][C:3](=[O:24])[CH2:4][C@@H:5]1[C:17]2[NH:16][C:15]3[C:10](=[CH:11][C:12]([F:22])=[CH:13][C:14]=3[S:18]([CH3:21])(=[O:20])=[O:19])[C:9]=2[C:8](=[O:23])[CH2:7][CH2:6]1.[F:25][C:26]([F:37])([F:36])[C:27]1[CH:32]=[CH:31][C:30]([C@H:33](O)[CH3:34])=[CH:29][CH:28]=1>>[F:22][C:12]1[CH:11]=[C:10]2[C:15](=[C:14]([S:18]([CH3:21])(=[O:19])=[O:20])[CH:13]=1)[N:16]([C@H:33]([C:30]1[CH:29]=[CH:28][C:27]([C:26]([F:25])([F:36])[F:37])=[CH:32][CH:31]=1)[CH3:34])[C:17]1[C@@H:5]([CH2:4][C:3]([OH:2])=[O:24])[CH2:6][CH2:7][C:8](=[O:23])[C:9]2=1. Reported procedure: The procedures described in Example 1 were followed using compound of Step 1 and (1R)-1-[4-(trifluoromethyl)phenyl]ethanol to provide the title compound following the hydrolysis of the corresponding methyl ester. MS (+APCI) m/z 511.9 (M)+